Task: describe an organic reaction: reactants, conditions, products, and yield. Dataset: the Open Reaction Database (ORD), a public repository of structured organic reaction records As a reaction SMILES: [CH3:1][O:2][C:3](=[O:15])[CH2:4][CH2:5][C:6]1[CH:11]=[CH:10][C:9]([CH2:12][OH:13])=[CH:8][C:7]=1[CH3:14]>C(Cl)(Cl)Cl.O=[Mn]=O>[CH3:1][O:2][C:3](=[O:15])[CH2:4][CH2:5][C:6]1[CH:11]=[CH:10][C:9]([CH:12]=[O:13])=[CH:8][C:7]=1[CH3:14]. Run at time 4 day. Reagents/catalysts: O=[Mn]=O (MnO2). Solvent: C(Cl)(Cl)Cl (chloroform). Procedure: A mixture of 3-(4-Hydroxymethyl-2-methyl-phenyl)-propionic acid methyl ester (0.49 g, 2.35 mmol) and MnO2 (0.80 g, 9.20 mmol) in chloroform (5 mL) is stirred at RT for 4 days. The mixture is filtered through Celite; the Celite is washed with copious amounts of EtOAc. The filtrate is concentrated and purified by flash chromatography to yield the title compound (0.29 g, 60%). Reactants: COC(CCC1=C(C=C(C=C1)CO)C)=O (3-(4-Hydroxymethyl-2-methyl-phenyl)-propionic acid methyl ester). Isolated yield 59.8%. The product is COC(CCC1=C(C=C(C=C1)C=O)C)=O (3-(4-Formyl-2-methyl-phenyl)-propionic acid methyl ester).